The task is: describe an organic reaction: reactants, conditions, products, and yield. This data is from the Open Reaction Database (ORD), a public repository of structured organic reaction records. Starting materials: CC(CCOC1=CC=CC=C1)N1CCCCC1 (1-(1-methyl-3-phenoxypropyl)piperidine), Br (hydrobromic acid). The solvent is C(Cl)(Cl)Cl (chloroform). The product is Br.CC(CCBr)N1CCCCC1 (1-(1-methyl-3-bromopropyl)piperidine hydrobromide). Yield: 75.0%. Reaction SMILES: [CH3:1][CH:2]([N:12]1[CH2:17][CH2:16][CH2:15][CH2:14][CH2:13]1)[CH2:3][CH2:4]OC1C=CC=CC=1.[BrH:18]>C(Cl)(Cl)Cl>[BrH:18].[CH3:1][CH:2]([N:12]1[CH2:17][CH2:16][CH2:15][CH2:14][CH2:13]1)[CH2:3][CH2:4][Br:18] |f:3.4|. Reported procedure: 5 g of the 1-(1-methyl-3-phenoxypropyl)piperidine thus obtained was reacted with 30 ml of 40% hydrobromic acid at 150° C. for 7 hours with stirring. The reaction solution was cooled, 20 ml of chloroform was added and then the solution was separated into two phases, which phases were then separated from each other. The hydrobromic acid was removed under reduced pressure and the residue was recrystallized from 5 ml of ethyl alcohol to give 4.84 g of 1-(1-methyl-3-bromopropyl)piperidine hydrobromid... Reactants: FC(S(=O)(=O)OC=1C([C@@H]2CC[C@]3([C@@]4(CC[C@@]5([C@@H]([C@H]4CC[C@@H]3[C@]2(CC1)C)[C@@H](CC5)C(=C)C)NCCN5CCS(CC5)(=O)=O)C)C)(C)C)(F)F ((1R,3aS,5aR,5bR,7aR,11aR,11bR,13aR,13bR)-3a-((2-(1,1-dioxidothiomorpholino)ethyl)amino)-5a,5b,8,8,11a-pentamethyl-1-(prop-1-en-2-yl)-2,3,3a,4,5,5a,5b,6,7,7a,8,11,11a,11b,12,13,13a,13b-octadecahydro-1H-cyclopenta[a]chrysen-9-yl trifluoromethanesulfonate), C(C)(=O)NC1(CCC(CC1)=O)C(=O)OC (methyl 1-acetamido-4-oxocyclohexanecarboxylate). The product is C(C)(=O)NC1(CC=C(CC1)OS(=O)(=O)C(F)(F)F)C(=O)OC (methyl 1-acetamido-4-(((trifluoromethyl)sulfonyl)oxy)cyclohex-3-enecarboxylate), C(C)(=O)NC1(CCC(CC1)=O)C(=O)[O-] (1-acetamido-4-oxocyclohexanecarboxylate). RXN SMILES: [F:1][C:2]([F:48])([F:47])[S:3](OC1C(C)(C)[C@H]2[C@](C)(CC=1)[C@@H]1[C@](C)([C@@]3(C)[C@H](CC1)[C@H]1[C@H](C(C)=C)CC[C@]1(NCCN1CCS(=O)(=O)CC1)CC3)CC2)(=[O:5])=[O:4].[C:49]([NH:52][C:53]1([C:60]([O:62][CH3:63])=[O:61])[CH2:58][CH2:57][C:56](=[O:59])[CH2:55][CH2:54]1)(=[O:51])[CH3:50]>>[C:49]([NH:52][C:53]1([C:60]([O:62][CH3:63])=[O:61])[CH2:54][CH2:55][C:56]([O:59][S:3]([C:2]([F:48])([F:47])[F:1])(=[O:5])=[O:4])=[CH:57][CH2:58]1)(=[O:51])[CH3:50].[C:49]([NH:52][C:53]1([C:60]([O-:62])=[O:61])[CH2:54][CH2:55][C:56](=[O:59])[CH2:57][CH2:58]1)(=[O:51])[CH3:50]. Procedure details: The title compound was prepared following the procedure described on step 6 of method 2 for the preparation of intermediate 1, using methyl 1-acetamido-4-oxocyclohexanecarboxylate, as the reactant. 1-acetamido-4-oxocyclohexanecarboxylate was prepared following the procedures described in Journal of Chem. Soc., Perkin Trans. I, 1999, pp. 3375-3379. (84.0% yield), MS: m/e 346.1 (M+H)+, 2.213 min (method ?). 1H NMR (400 MHz, CHLOROFORM-d) δ 6.24 (s, 1H), 5.69 (td, J=3.3, 1.4 Hz, 1H), 3.82-3.58 (m, ... The reactants are COc1cc(C#N)ccc1C(=O)O, O=C(Cl)C(=O)Cl, ClCCl, CN(C)C=O. Product: COc1cc(C#N)ccc1C(=O)Cl. As a reaction SMILES: [CH3:1][O:2][c:3]1[c:4]([C:5](=[O:6])[OH:7])[cH:8][cH:9][c:10]([C:12]#[N:13])[cH:11]1.[Cl:14][C:15]([C:16]([Cl:17])=[O:18])=[O:19].[Cl:25][CH2:26][Cl:27].[O:20]=[CH:21][N:22]([CH3:23])[CH3:24]>>[CH3:1][O:2][c:3]1[c:4]([C:5](=[O:6])[Cl:14])[cH:8][cH:9][c:10]([C:12]#[N:13])[cH:11]1.